From a dataset of the Open Reaction Database (ORD), a public repository of structured organic reaction records. describe an organic reaction: reactants, conditions, products, and yield The product is CCC(=O)NC, O=[PH](O)O[PH](=O)O. As a reaction SMILES: [C:13]([CH2:14][CH3:15])([O:17][C:16](=[O:18])[CH2:19][CH3:20])=[O:21].[NH2:8][CH3:9].[Na+:12].[OH-:11].[OH2:10].[PH:1](=[O:2])([OH:3])[O:4][PH:5](=[O:6])[OH:7]>>[NH:8]([CH3:9])[C:13]([CH2:14][CH3:15])=[O:17].[PH:1](=[O:2])([OH:3])[O:4][PH:5](=[O:6])[OH:7]. Reactants: CCC(=O)OC(=O)CC, CN, [Na+], [OH-], O, O=[PH](O)O[PH](=O)O. Product: ClC1=C(CN2C(=C(C3=CC=C(C=C23)C(=O)OC)C(CN2CCOCC2)=O)CCC)C=CC=C1 (methyl 1-(2-chlorobenzyl)-3-morpholineacetyl-2-propylindole-6-carboxylate). RXN SMILES: Cl[CH2:2][C:3]([C:5]1[C:13]2[C:8](=[CH:9][C:10]([C:14]([O:16][CH3:17])=[O:15])=[CH:11][CH:12]=2)[N:7]([CH2:18][C:19]2[CH:24]=[CH:23][CH:22]=[CH:21][C:20]=2[Cl:25])[C:6]=1[CH2:26][CH2:27][CH3:28])=[O:4].[NH:29]1[CH2:34][CH2:33][O:32][CH2:31][CH2:30]1>>[Cl:25][C:20]1[CH:21]=[CH:22][CH:23]=[CH:24][C:19]=1[CH2:18][N:7]1[C:8]2[C:13](=[CH:12][CH:11]=[C:10]([C:14]([O:16][CH3:17])=[O:15])[CH:9]=2)[C:5]([C:3](=[O:4])[CH2:2][N:29]2[CH2:34][CH2:33][O:32][CH2:31][CH2:30]2)=[C:6]1[CH2:26][CH2:27][CH3:28]. The reactants are ClCC(=O)C1=C(N(C2=CC(=CC=C12)C(=O)OC)CC1=C(C=CC=C1)Cl)CCC (methyl 3-chloroacetyl-1-(2-chlorobenzyl)-2-propylindole-6-carboxylate), N1CCOCC1 (morpholine). Conditions: temperature 50 celsius, time 2.5 hour. Reported procedure: A mixture of methyl 3-chloroacetyl-1-(2-chlorobenzyl)-2-propylindole-6-carboxylate (123 mg) and morpholine (1 ml) was stirred at 50° C. for 2.5 hours. After cooled to 20° C., the reaction mixture was extracted with ethyl acetate. The organic phase was washed with 1N hydrochloric acid and water, dried over magnesium sulfate and evaporated in vacuo. The residue was chromatographed on silica gel eluting with a mixture of ethyl acetate and hexane (1:2) to give methyl 1-(2-chlorobenzyl)-3-morpholinea... Starting materials: CSC(=N)c1cccs1, CCO, CN1CCC(c2c[nH]c3ccc(N)cc23)C(F)C1, I. Yields the product CN1CCC(c2c[nH]c3ccc(NC(=N)c4cccs4)cc23)C(F)C1. Reaction SMILES: [CH3:20][S:21][C:22](=[NH:23])[c:24]1[s:25][cH:26][cH:27][cH:28]1.[CH3:29][CH2:30][OH:31].[F:1][CH:2]1[CH2:3][N:4]([CH3:18])[CH2:5][CH2:6][CH:7]1[c:8]1[cH:9][nH:10][c:11]2[cH:12][cH:13][c:14]([NH2:17])[cH:15][c:16]12.[IH:19]>>[F:1][CH:2]1[CH2:3][N:4]([CH3:18])[CH2:5][CH2:6][CH:7]1[c:8]1[cH:9][nH:10][c:11]2[cH:12][cH:13][c:14]([NH:17][C:22](=[NH:23])[c:24]3[s:25][cH:26][cH:27][cH:28]3)[cH:15][c:16]12. The reactants are Cc1ccc(N2CCN(C(=O)c3ccc(Br)cc3S(C)(=O)=O)CC2)c(C)c1, O=C1NC(c2ccccc2)CO1. The product is Cc1ccc(N2CCN(C(=O)c3ccc(N4C(=O)OCC4c4ccccc4)cc3S(C)(=O)=O)CC2)c(C)c1. As a reaction SMILES: [Br:1][c:2]1[cH:3][c:4]([S:24](=[O:25])(=[O:26])[CH3:27])[c:5]([C:8](=[O:9])[N:10]2[CH2:11][CH2:12][N:13]([c:16]3[c:17]([CH3:23])[cH:18][c:19]([CH3:22])[cH:20][cH:21]3)[CH2:14][CH2:15]2)[cH:6][cH:7]1.[c:28]1([CH:34]2[NH:35][C:36](=[O:39])[O:37][CH2:38]2)[cH:29][cH:30][cH:31][cH:32][cH:33]1>>[c:2]1([N:35]2[CH:34]([c:28]3[cH:29][cH:30][cH:31][cH:32][cH:33]3)[CH2:38][O:37][C:36]2=[O:39])[cH:3][c:4]([S:24](=[O:25])(=[O:26])[CH3:27])[c:5]([C:8](=[O:9])[N:10]2[CH2:11][CH2:12][N:13]([c:16]3[c:17]([CH3:23])[cH:18][c:19]([CH3:22])[cH:20][cH:21]3)[CH2:14][CH2:15]2)[cH:6][cH:7]1. Reactants: O (Water), C(C)(C)N(CC)C(C)C (diisopropylethylamine), COCCl (methoxymethyl chloride), C(C)(C)(C)OC(=O)N1C(CN(C(C1)=O)C1=C(C=CC=C1)O)(C)C (4-(2-hydroxyphenyl)-2,2-dimethyl-5-oxopiperazine-1-carboxylic acid t-butyl ester). Solvent: C(Cl)Cl (methylene chloride). Reaction conditions: time 8 hour. Product: C(C)(C)(C)OC(=O)N1C(CN(C(C1)=O)C1=C(C=CC=C1)OCOC)(C)C (2,2-dimethyl-4-(2-methoxymethoxyphenyl)-5-oxopiperazine-1-carboxylic acid t-butyl ester). Yield: 100.3%. As a reaction SMILES: C(N(C(C)C)CC)(C)C.[CH3:10][O:11][CH2:12]Cl.[C:14]([O:18][C:19]([N:21]1[CH2:26][C:25](=[O:27])[N:24]([C:28]2[CH:33]=[CH:32][CH:31]=[CH:30][C:29]=2[OH:34])[CH2:23][C:22]1([CH3:36])[CH3:35])=[O:20])([CH3:17])([CH3:16])[CH3:15].O>C(Cl)Cl>[C:14]([O:18][C:19]([N:21]1[CH2:26][C:25](=[O:27])[N:24]([C:28]2[CH:33]=[CH:32][CH:31]=[CH:30][C:29]=2[O:34][CH2:10][O:11][CH3:12])[CH2:23][C:22]1([CH3:36])[CH3:35])=[O:20])([CH3:17])([CH3:15])[CH3:16]. Procedure: 0.72 ml of diisopropylethylamine (4.10 mmol) and 0.16 ml of methoxymethyl chloride (2.05 mmol) were added to a solution of 400 mg of 4-(2-hydroxyphenyl)-2,2-dimethyl-5-oxopiperazine-1-carboxylic acid t-butyl ester obtained in Example (10d) (1.36 mmol) in methylene chloride (14 ml), and the mixture was stirred at room temperature overnight. Water was added to the reaction mixture, followed by extraction with methylene chloride. Then, the organic layer was washed with brine and dried over anhydrou... Starting materials: CCCCC(Cc1ccc(OCCNC(=O)c2ccc(-c3cc(C)c(OCOC)c(C)c3)cc2)cc1)C(=O)OCC, [Na+], [OH-]. The product is CCCCC(Cc1ccc(OCCNC(=O)c2ccc(-c3cc(C)c(OCOC)c(C)c3)cc2)cc1)C(=O)O. Reaction SMILES: [CH2:1]([CH2:2][CH2:3][CH3:4])[CH:5]([C:6](=[O:7])[O:8][CH2:9][CH3:10])[CH2:11][c:12]1[cH:13][cH:14][c:15]([O:18][CH2:19][CH2:20][NH:21][C:22](=[O:23])[c:24]2[cH:25][cH:26][c:27](-[c:30]3[cH:31][c:32]([CH3:41])[c:33]([O:37][CH2:38][O:39][CH3:40])[c:34]([CH3:36])[cH:35]3)[cH:28][cH:29]2)[cH:16][cH:17]1.[Na+:43].[OH-:42]>>[CH2:1]([CH2:2][CH2:3][CH3:4])[CH:5]([C:6](=[O:7])[OH:8])[CH2:11][c:12]1[cH:13][cH:14][c:15]([O:18][CH2:19][CH2:20][NH:21][C:22](=[O:23])[c:24]2[cH:25][cH:26][c:27](-[c:30]3[cH:31][c:32]([CH3:41])[c:33]([O:37][CH2:38][O:39][CH3:40])[c:34]([CH3:36])[cH:35]3)[cH:28][cH:29]2)[cH:16][cH:17]1. Starting materials: [Y] (yttrium), Y(acetate)3, O (H2O), O (water), [Y] (yttrium), OC1=CC=C(C(=O)O)C=C1 (p-hydroxybenzoic acid), ZrO2, zirconium alkoxide. Reagents/catalysts: CCCO.CCCO.CCCO.CCCO.[Zr] (zirconium n-propoxide). Solvent: C(CC)O (n-propanol), C(CC)O (n-propanol). Reaction conditions: time 30 minute. The product is C(C)(=O)[O-].[Y+3].C(C)(=O)[O-].C(C)(=O)[O-] (yttrium acetate). RXN SMILES: O.[Y:2].OC1C=C[C:7]([C:8]([OH:10])=[O:9])=CC=1>C(O)CC.CCCO.CCCO.CCCO.CCCO.[Zr]>[C:8]([O-:10])(=[O:9])[CH3:7].[Y+3:2].[C:8]([O-:10])(=[O:9])[CH3:7].[C:8]([O-:10])(=[O:9])[CH3:7] |f:4.5.6.7.8,9.10.11.12|. Procedure: A preferred method for the production of the admixture needed to produce an 8 wt% Y2O3 /ZrO2 spray dried material is described herein. A clear solution of yttrium acetate was prepared by dissolving 247 g of the Y(acetate)3. 3.5 H2O (0.76 mole) in 500 cc (28 mole) of 90° C. distilled water. This solution was added to an equal volume of hot (80° C.) n-propanol. This solution must be kept hot during the synthesis. Using a heated dropping funnel, the yttrium solution was slowly added to 2.66 kg (6.3... Starting materials: O=C[O-], [Fe], Nc1ccc(C(=O)c2ccccc2C(=O)OCc2ccccc2)cc1[N+](=O)[O-], [NH4+], C1CCOC1, O. The product is Nc1ccc(C(=O)c2ccccc2C(=O)OCc2ccccc2)cc1N. Reaction SMILES: [CH:29]([O-:30])=[O:31].[Fe:39].[NH2:1][c:2]1[c:3]([N+:26]([O-:27])=[O:28])[cH:4][c:5]([C:6](=[O:7])[c:8]2[c:9]([C:10](=[O:11])[O:12][CH2:13][c:14]3[cH:15][cH:16][cH:17][cH:18][cH:19]3)[cH:20][cH:21][cH:22][cH:23]2)[cH:24][cH:25]1.[NH4+:32].[O:33]1[CH2:34][CH2:35][CH2:36][CH2:37]1.[OH2:38]>>[NH2:1][c:2]1[c:3]([NH2:26])[cH:4][c:5]([C:6](=[O:7])[c:8]2[c:9]([C:10](=[O:11])[O:12][CH2:13][c:14]3[cH:15][cH:16][cH:17][cH:18][cH:19]3)[cH:20][cH:21][cH:22][cH:23]2)[cH:24][cH:25]1. Reactants: Cl.[N+](=O)([O-])C1=CC=C(C=C1)CCCCN1C=NC=C1 (1-[4-(4-Nitrophenyl)butyl]imidazole hydrochloride), [Cl-].CS(=O)(=O)NC1=CC=C(C=C1)C(CC=1[NH2+]C=CN1)=O (2-[4-((methylsulfonyl)amino)phenyl-2-oxoethyl]-1H-imidazolium chloride). The reagents and catalysts are [Pd] (Pd/C). The solvent is O (water). Product: [Cl-].OC(C[NH+]1CN(C=C1)C)C1=CC=C(C=C1)NS(=O)(=O)C ((±)-1-[2-Hydroxy-2-[4-((methylsulfonyl)amino)phenyl]ethyl]-3-methyl-1H-imidazolium chloride). As a reaction SMILES: [ClH:1].[N+](C1C=CC(CCC[CH2:14][N:15]2[CH:19]=[CH:18][N:17]=[CH:16]2)=CC=1)([O-])=O.[Cl-].[CH3:21][S:22]([NH:25][C:26]1[CH:31]=[CH:30][C:29]([C:32](=[O:39])[CH2:33]C2[NH2+]C=CN=2)=[CH:28][CH:27]=1)(=[O:24])=[O:23]>O.[Pd]>[Cl-:1].[OH:39][CH:32]([C:29]1[CH:28]=[CH:27][C:26]([NH:25][S:22]([CH3:21])(=[O:23])=[O:24])=[CH:31][CH:30]=1)[CH2:33][NH+:17]1[CH:18]=[CH:19][N:15]([CH3:14])[CH2:16]1 |f:0.1,2.3,6.7|. Procedure: A solution of 152.3 g (0.463 mole) of 3-methyl-1[2-[4-((methylsulfonyl)amino)phenyl-2-oxoethyl]-1H-imidazolium chloride in 1 L of distilled water and 7.62 g 10% Pd/C catalyst are placed in a 2 L Parr bottle and hydrogenated at 50 psi pressure for ca. 5 hours. Additional H2 is added as needed to maintain 50 psi pressure. The reaction mixture is filtered and the solvent is evaporated by azeotroping with ethanol to provide the title compound, which may be recrystallized from aqueous ethanol. Reactants: ice water, C(C1=CC=CC=C1)N1C(=NN2C(C1=O)=CC=C2Cl)C (3-benzyl-7-chloro-2-methyl-3H-pyrrolo[2,1-f][1,2,4]triazin-4-one), COC(N(C)C)OC (N,N-dimethylformamide dimethyl acetal), [O-]S(=O)(=O)[O-].[Mg+2] (MgSO4). Solvent: CN(C)C=O (DMF). Run at temperature 145 celsius, time 1 hour. Yields the product C(C1=CC=CC=C1)N1C(=NN2C(C1=O)=CC=C2Cl)C=CN(C)C (3-Benzyl-7-chloro-2-(2-dimethylamino-vinyl)-3H-pyrrolo[2,1-f][1,2,4]triazin-4-one). The yield is 95.7%. Reaction SMILES: [CH2:1]([N:8]1[C:13](=[O:14])[C:12]2=[CH:15][CH:16]=[C:17]([Cl:18])[N:11]2[N:10]=[C:9]1[CH3:19])[C:2]1[CH:7]=[CH:6][CH:5]=[CH:4][CH:3]=1.CO[CH:22](OC)[N:23]([CH3:25])[CH3:24].[O-]S([O-])(=O)=O.[Mg+2]>CN(C=O)C>[CH2:1]([N:8]1[C:13](=[O:14])[C:12]2=[CH:15][CH:16]=[C:17]([Cl:18])[N:11]2[N:10]=[C:9]1[CH:19]=[CH:22][N:23]([CH3:25])[CH3:24])[C:2]1[CH:7]=[CH:6][CH:5]=[CH:4][CH:3]=1 |f:2.3|. Procedure: A mixture of 3-benzyl-7-chloro-2-methyl-3H-pyrrolo[2,1-f][1,2,4]triazin-4-one (1.60 g, 5.85 mmol), N,N-dimethylformamide dimethyl acetal (5.6 mL, 39.6 mmol) and MgSO4 (5.0 g, 41.5 mmol) in DMF (20 mL) was sealed under nitrogen and heated at 145° C. overnight. The reaction mixture was cooled to 0° C., poured into ice water and stirred for 1 h. The solid was collected and washed with water, dried under vaccum over P2O5 to give the title compound (1.84 g, 96%): 1H NMR (CDCl3) δ 7.50 (d, 1H, J=12.56...